This data is from the Open Reaction Database (ORD), a public repository of structured organic reaction records. The task is: describe an organic reaction: reactants, conditions, products, and yield Starting materials: O (Water), C1(=CC=CC=C1)P(C1=CC=CC=C1)C1=CC=CC=C1 (triphenylphosphine), BrN1C(CCC1=O)=O (N-bromosuccinimide), ClC1=C(C=C(C=C1)CCCO)C (3-(4-chloro-3-methylphenyl)-1-propanol). Run in C(Cl)Cl (methylene chloride). The product is BrCCCC1=CC(=C(C=C1)Cl)C (1-(3-bromopropyl)-4-chloro-3-methylbenzene). The yield is 89.6%. As a reaction SMILES: [Cl:1][C:2]1[CH:7]=[CH:6][C:5]([CH2:8][CH2:9][CH2:10]O)=[CH:4][C:3]=1[CH3:12].C1(P(C2C=CC=CC=2)C2C=CC=CC=2)C=CC=CC=1.[Br:32]N1C(=O)CCC1=O.O>C(Cl)Cl>[Br:32][CH2:10][CH2:9][CH2:8][C:5]1[CH:6]=[CH:7][C:2]([Cl:1])=[C:3]([CH3:12])[CH:4]=1. Procedure details: Compound 67-2 (2.49 g) was dissolved in methylene chloride (45 ml), triphenylphosphine (3.90 g) and N-bromosuccinimide (2.64 g) were added under ice-cooling, and the mixture was stirred under ice-cooling for 2.5 hr. Water was added to the reaction mixture, and the mixture was extracted with methylene chloride and washed with saturated brine, and dried over anhydrous sodium sulfate. The solvent was evaporated under reduced pressure. Diethyl ether was added, and the precipitated triphenylphosphine... Starting materials: C=CCCCCCC(=O)CC(=O)OCC, C1CCOC1, CC(C)(C)[O-], FC(F)(F)C(F)(F)CCCI, [K+], O. Yields the product C=CCCCCCC(=O)C(CCCC(F)(F)C(F)(F)F)C(=O)OCC. Reaction SMILES: [CH2:1]([CH3:2])[O:3][C:4]([CH2:5][C:6]([CH2:7][CH2:8][CH2:9][CH2:10][CH2:11][CH:12]=[CH2:13])=[O:14])=[O:15].[CH2:34]1[O:35][CH2:36][CH2:37][CH2:38]1.[CH3:16][C:17]([CH3:18])([O-:19])[CH3:20].[F:22][C:23]([CH2:24][CH2:25][CH2:26][I:27])([C:28]([F:29])([F:30])[F:31])[F:32].[K+:21].[OH2:33]>>[CH2:1]([CH3:2])[O:3][C:4]([CH:5]([C:6]([CH2:7][CH2:8][CH2:9][CH2:10][CH2:11][CH:12]=[CH2:13])=[O:14])[CH2:26][CH2:25][CH2:24][C:23]([F:22])([C:28]([F:29])([F:30])[F:31])[F:32])=[O:15]. Reactants: ON=C(C(=O)OCC)C(C)=O (ethyl 2-hydroxyimino-3-oxobutyrate), C(C1=CC=CC=C1)(=O)OCCBr (2-bromoethyl benzoate), C([O-])([O-])=O.[K+].[K+] (potassium carbonate), CN(C=O)C (N,N-dimethylformamide). The solvent is C(C)(=O)OCC (ethyl acetate). Reaction conditions: time 4 hour. Yields the product C(C1=CC=CC=C1)(=O)OCCON=C(C(=O)OCC)C(C)=O (ethyl 2-(2-benzoyloxyethoxyimino)-3-oxobutyrate). Yield: 92.4%. As a reaction SMILES: [OH:1][N:2]=[C:3]([C:9](=[O:11])[CH3:10])[C:4]([O:6][CH2:7][CH3:8])=[O:5].[C:12]([O:20][CH2:21][CH2:22]Br)(=[O:19])[C:13]1[CH:18]=[CH:17][CH:16]=[CH:15][CH:14]=1.C(=O)([O-])[O-].[K+].[K+].CN(C)C=O>C(OCC)(=O)C>[C:12]([O:20][CH2:21][CH2:22][O:1][N:2]=[C:3]([C:9](=[O:11])[CH3:10])[C:4]([O:6][CH2:7][CH3:8])=[O:5])(=[O:19])[C:13]1[CH:18]=[CH:17][CH:16]=[CH:15][CH:14]=1 |f:2.3.4|. Procedure details: A mixture of ethyl 2-hydroxyimino-3-oxobutyrate (syn isomer, 15.7 g.), 2-bromoethyl benzoate (27.5 g.), potassium carbonate (20.7 g.), N,N-dimethylformamide (25 ml.) and ethyl acetate (25 ml.) was stirred at room temperature for 4 hrs. The reaction mixture was treated in a conventional manner to give ethyl 2-(2-benzoyloxyethoxyimino)-3-oxobutyrate (syn isomer, 28 g.). Starting materials: O=C(c1ccccc1)N1CC(=O)N2CCc3ccccc3C2C1, [K+], O=S(=O)([O-])O. The product is O=C1CNCC2c3ccccc3CCN12. RXN SMILES: [C:1](=[O:2])([c:3]1[cH:4][cH:5][cH:6][cH:7][cH:8]1)[N:9]1[CH2:10][CH:11]2[N:12]([CH2:13][CH2:14][c:15]3[cH:16][cH:17][cH:18][cH:19][c:20]32)[C:21](=[O:23])[CH2:22]1.[K+:29].[S:24]([O-:25])([OH:26])(=[O:27])=[O:28]>>[NH:9]1[CH2:10][CH:11]2[N:12]([CH2:13][CH2:14][c:15]3[cH:16][cH:17][cH:18][cH:19][c:20]32)[C:21](=[O:23])[CH2:22]1. Product: COc1cccnc1Cl. Starting materials: CI, CN(C)C=O, C[O-], Oc1cccnc1Cl, [Na+]. RXN SMILES: [CH3:12][I:13].[CH3:14][N:15]([CH3:16])[CH:17]=[O:18].[CH3:9][O-:10].[Cl:1][c:2]1[n:3][cH:4][cH:5][cH:6][c:7]1[OH:8].[Na+:11]>>[Cl:1][c:2]1[n:3][cH:4][cH:5][cH:6][c:7]1[O:8][CH3:9]. Starting materials: CN(C)CC1(CCOCC1)C1=CC=C(C=C1)O (4-(4-Dimethylaminomethyl-tetrahydro-pyran-4-yl)-phenol), C1(CCC1)N1CCC(CC1)O (1-cyclobutylpiperidin-4-ol), C1=CC=C(C=C1)P(C2=CC=CC=C2)C3=CC=CC=C3 (PPh3), CC(C)OC(=O)/N=N/C(=O)OC(C)C (DIAD), crude material, ClCCl.CO.N (dichloromethane methanol ammonia). Run in C1CCOC1 (THF). Yields the product C1(CCC1)N1CCC(CC1)OC1=CC=C(C=C1)C1(CCOCC1)CN(C)C (1-(4-{4-[(1-cyclobutylpiperidin-4-yl)oxy]phenyl}tetrahydro-2H-pyran-4-yl)-N,N-dimethylmethanamine). The yield is 10.6%. As a reaction SMILES: [CH3:1][N:2]([CH2:4][C:5]1([C:11]2[CH:16]=[CH:15][C:14]([OH:17])=[CH:13][CH:12]=2)[CH2:10][CH2:9][O:8][CH2:7][CH2:6]1)[CH3:3].[CH:18]1([N:22]2[CH2:27][CH2:26][CH:25](O)[CH2:24][CH2:23]2)[CH2:21][CH2:20][CH2:19]1.C1C=CC(P(C2C=CC=CC=2)C2C=CC=CC=2)=CC=1.CC(OC(/N=N/C(OC(C)C)=O)=O)C.ClCCl.CO.N>C1COCC1>[CH:18]1([N:22]2[CH2:27][CH2:26][CH:25]([O:17][C:14]3[CH:15]=[CH:16][C:11]([C:5]4([CH2:4][N:2]([CH3:1])[CH3:3])[CH2:6][CH2:7][O:8][CH2:9][CH2:10]4)=[CH:12][CH:13]=3)[CH2:24][CH2:23]2)[CH2:21][CH2:20][CH2:19]1 |f:4.5.6|. Procedure details: 4-(4-Dimethylaminomethyl-tetrahydro-pyran-4-yl)-phenol (0.75 g, 3.19 mmol), 1-cyclobutylpiperidin-4-ol (0.45 g, 2.90 mmol), PPh3 (0.84 g, 3.19 mmol), THF (10 ml) and DIAD (0.66 ml, 3.19 mmol) were reacted together similarly to general procedure C. The crude material was subjected to chromatography on silica gel eluting with dichloromethane:methanol:ammonia (98:2:0.2) to provide the title compound (114 mg, 11%) as an off-white solid. 1H NMR (400 MHz, CD3OD) δ 1.71-1.77 (m, 4H), 1.85-1.90 (m, 4H),...